This data is from the Open Reaction Database (ORD), a public repository of structured organic reaction records. The task is: describe an organic reaction: reactants, conditions, products, and yield Reactants: C(C(=O)Cl)(=O)Cl (oxalyl chloride), COC1=CC=C(C=C1)S(=O)(=O)[C@@H]([C@@H](C(=O)O)CCOC1=CC=CC=C1)CCCCC1=CC=CC=C1 ((±)-(2R*,3R*)-3-(4-Methoxybenzenesulfonyl)-7-phenyl-2-(2-phenoxyethyl)heptanoic acid), C[Si](ON)(C)C (O-(trimethylsilyl)hydroxylamine). Solvent: C(Cl)Cl (CH2Cl2), C(Cl)Cl (CH2Cl2). Run at temperature 0 celsius, time 3 hour. Product: ONC(C(C(CCCCC1=CC=CC=C1)S(=O)(=O)C1=CC=C(C=C1)OC)CCOC1=CC=CC=C1)=O (3-(4-methoxybenzenesulfonyl)-7-phenyl-2-(2-phenoxyethyl)heptanoic acid hydroxyamide). Yield: 69.0%. RXN SMILES: [CH3:1][O:2][C:3]1[CH:8]=[CH:7][C:6]([S:9]([C@H:12]([CH2:26][CH2:27][CH2:28][CH2:29][C:30]2[CH:35]=[CH:34][CH:33]=[CH:32][CH:31]=2)[C@H:13]([CH2:17][CH2:18][O:19][C:20]2[CH:25]=[CH:24][CH:23]=[CH:22][CH:21]=2)[C:14](O)=[O:15])(=[O:11])=[O:10])=[CH:5][CH:4]=1.C(Cl)(=O)C(Cl)=O.C[Si](C)(C)[O:44][NH2:45]>C(Cl)Cl>[OH:44][NH:45][C:14](=[O:15])[CH:13]([CH2:17][CH2:18][O:19][C:20]1[CH:25]=[CH:24][CH:23]=[CH:22][CH:21]=1)[CH:12]([S:9]([C:6]1[CH:7]=[CH:8][C:3]([O:2][CH3:1])=[CH:4][CH:5]=1)(=[O:11])=[O:10])[CH2:26][CH2:27][CH2:28][CH2:29][C:30]1[CH:35]=[CH:34][CH:33]=[CH:32][CH:31]=1. Procedure details: (±)-(2R*,3R*)-3-(4-Methoxybenzenesulfonyl)-7-phenyl-2-(2-phenoxyethyl)heptanoic acid (0.17 g, 0.34 mmol) is dissolved in CH2Cl2 (1 mL) and cooled to 0° C. A solution of oxalyl chloride in CH2Cl2 (0.5 mL, 1 mmol) is added dropwise, the bath removed and the reaction allowed to warm and stir at 23° C. for 3 hours. The reaction is then concentrated in vacuo and azeotroped with CHCl3. The resulting oil is dissolved in CH2Cl2 (3 mL), cooled to 0° C. and O-(trimethylsilyl)hydroxylamine (0.16 g, 1.7 mmo... Reactants: C1(=CC=CC=C1)OC(=O)C1(C2=CC=CC=C2OC=2C=CC(=CC12)O[Si](C)(C)C(C)(C)C)[Si](C)(C)C (2-tert-butyldimethylsiloxy-9-trimethylsilyl-9-xanthene-carboxylic acid phenyl ester), O([Si](C)(C)C(C)(C)C)C1=CC=2C(C3=CC=CC=C3OC2C=C1)(C(=O)OC1=CC=CC=C1)[Si](C)(C)C (2-tert-butyldimethylsiloxy-9-trimethylsilyl-9-xanthene carboxylic acid, phenyl ester), N1=CC=CC=C1 (pyridine). Solvent: CC#N (CH3CN). Product: OC1=CC=2C(C3=CC=CC=C3OC2C=C1)C(=O)OC1=CC=CC=C1 (2-Hydroxy-9H-9-xanthene-carboxylic acid, phenyl ester). Reaction SMILES: [C:1]1([O:7][C:8]([C:10]2([Si](C)(C)C)[C:23]3[CH:22]=[C:21]([O:24][Si](C(C)(C)C)(C)C)[CH:20]=[CH:19][C:18]=3[O:17][C:16]3[C:11]2=[CH:12][CH:13]=[CH:14][CH:15]=3)=[O:9])[CH:6]=[CH:5][CH:4]=[CH:3][CH:2]=1.N1C=CC=CC=1>CC#N>[OH:24][C:21]1[CH:20]=[CH:19][C:18]2[O:17][C:16]3[C:11](=[CH:12][CH:13]=[CH:14][CH:15]=3)[CH:10]([C:8]([O:7][C:1]3[CH:2]=[CH:3][CH:4]=[CH:5][CH:6]=3)=[O:9])[C:23]=2[CH:22]=1. Reported procedure: A suspended mixture of 2-tert-butyldimethylsiloxy-9-trimethylsilyl-9-xanthene-carboxylic acid phenyl ester, 6 (570 mg, 1.13 mmole), in CH3CN (10 ml) and pyridine (2 ml) became a clear yellow solution after a brief stirring at room temperature. The mixture was treated with 20 drops of 48% HF from a pipette and stirred for 3 hrs at room temperature. The reaction mixture was quenched with dilute HCL solution, followed by two extractions with 30% EtOAc-hexanes. The combined organic layers were washe... Starting materials: C[O-].[Na+] (sodium methoxide), CC1(C=2C=CC(=CC2C(CC1)(C)C)C(=O)COC1=C(C=C(C(=O)OC)C=C1)I)C (methyl 4-[(5,6,7,8-tetrahydro-5,5,8,8-tetramethyl-2-naphthoyl)methoxy]-3-iodobenzoate), [Br-].CP(C1=CC=CC=C1)(C1=CC=CC=C1)C1=CC=CC=C1 (methyltriphenylphosphine bromide). The solvent is C1CCOC1 (THF). Reaction conditions: time 18 hour. Yields the product IC=1C=C(C(=O)OC)C=CC1OC=C(C)C1=CC=2C(CCC(C2C=C1)(C)C)(C)C (Methyl 3-iodo-4-[2-(5,6,7,8-tetrahydro-5,5,8,8-tetramethyl-2-naphthyl)-1-propenyloxy]benzoate). Reaction SMILES: C[O-].[Na+].[CH3:4][C:5]1([CH3:32])[CH2:14][CH2:13][C:12]([CH3:16])([CH3:15])[C:11]2[CH:10]=[C:9]([C:17]([CH2:19][O:20][C:21]3[CH:30]=[CH:29][C:24]([C:25]([O:27][CH3:28])=[O:26])=[CH:23][C:22]=3[I:31])=O)[CH:8]=[CH:7][C:6]1=2.[Br-].[CH3:34]P(C1C=CC=CC=1)(C1C=CC=CC=1)C1C=CC=CC=1>C1COCC1>[I:31][C:22]1[CH:23]=[C:24]([CH:29]=[CH:30][C:21]=1[O:20][CH:19]=[C:17]([C:9]1[CH:8]=[CH:7][C:6]2[C:5]([CH3:4])([CH3:32])[CH2:14][CH2:13][C:12]([CH3:15])([CH3:16])[C:11]=2[CH:10]=1)[CH3:34])[C:25]([O:27][CH3:28])=[O:26] |f:0.1,3.4|. Procedure details: 30% sodium methoxide solution (2.67 g, 14.83 mmol) is added over 8 hours to a mixture of methyl 4-[(5,6,7,8-tetrahydro-5,5,8,8-tetramethyl-2-naphthoyl)methoxy]-3-iodobenzoate (7.50 g, 14.8 mmol) and methyltriphenylphosphine bromide (7.30 g, 20.42 mmol) in THF (80 ml). The mixture is stirred for 18 hours at room temperature. The mixture is concentrated on a rotary evaporator under vacuum at 40° C. This is extracted with 90 ml of ethyl ether and 90 ml of water. After separation of the phases by se... Reactants: O=C([O-])[O-], Cc1ccc([N+](=O)[O-])cc1NC(=O)C=Cc1cncnc1, CCO, [Cl-], [Fe], [K+], [K+], [NH4+], O. Product: Cc1ccc(N)cc1NC(=O)C=Cc1cncnc1. RXN SMILES: [C:27](=[O:28])([O-:29])[O-:30].[CH3:1][c:2]1[c:3]([NH:11][C:12]([CH:13]=[CH:14][c:15]2[cH:16][n:17][cH:18][n:19][cH:20]2)=[O:21])[cH:4][c:5]([N+:8]([O-:9])=[O:10])[cH:6][cH:7]1.[CH3:22][CH2:23][OH:24].[Cl-:25].[Fe:33].[K+:31].[K+:32].[NH4+:26].[OH2:34]>>[CH3:1][c:2]1[c:3]([NH:11][C:12]([CH:13]=[CH:14][c:15]2[cH:16][n:17][cH:18][n:19][cH:20]2)=[O:21])[cH:4][c:5]([NH2:8])[cH:6][cH:7]1. Reactants: ClC1=CC2=C(N=N1)CCN(C2)C(=O)C2=CC1=CC=CC=C1C=C2 (3-chloro-6-(2-naphthoyl)-5,6,7,8-tetrahydropyrido[4,3-c]pyridazine), C1=C(C=CC2=CC=CC=C12)C(=O)Cl (2-naphthoyl chloride), Example 8 ( g ), C(\C=C/C(=O)O)(=O)O.ClC1=CC2=C(N=N1)CCNC2 (3-chloro-5,6,7,8-tetrahydropyrido[4,3-c]pyridazine maleate). Run in C(C)O (ethanol). Product: N(N)C1=CC2=C(N=N1)CCN(C2)C(=O)C2=CC1=CC=CC=C1C=C2 (3-Hydrazino-5,6,7,8-tetrahydro-6-(2-naphthoyl)pyrido[4,3-c]pyridazine). RXN SMILES: Cl[C:2]1[N:7]=[N:6][C:5]2[CH2:8][CH2:9][N:10]([C:12]([C:14]3[CH:23]=[CH:22][C:21]4[C:16](=[CH:17][CH:18]=[CH:19][CH:20]=4)[CH:15]=3)=[O:13])[CH2:11][C:4]=2[CH:3]=1.C(O)(=O)/C=C\C(O)=O.ClC1[N:38]=[N:37]C2CCNCC=2C=1.C1C2C(=CC=CC=2)C=CC=1C(Cl)=O>C(O)C>[NH:37]([C:2]1[N:7]=[N:6][C:5]2[CH2:8][CH2:9][N:10]([C:12]([C:14]3[CH:23]=[CH:22][C:21]4[C:16](=[CH:17][CH:18]=[CH:19][CH:20]=4)[CH:15]=3)=[O:13])[CH2:11][C:4]=2[CH:3]=1)[NH2:38] |f:1.2|. Reported procedure: The 3-chloro-6-(2-naphthoyl)-5,6,7,8-tetrahydropyrido[4,3-c]pyridazine, required as starting material, is produced in a manner analogous to that described in Example 8 (g), from 3-chloro-5,6,7,8-tetrahydropyrido[4,3-c]pyridazine maleate and 2-naphthoyl chloride. Reaction time 22 hours at room temperature. M.P. 167°-170° (decomp., from 95% ethanol). Reactants: FC(C1=CC=C(C=C1)C=1C=C(C=2N(C1)C=CN2)C#N)(F)F (6-(4-Trifluoromethyl-phenyl)-imidazo[1,2-a]pyridine-8-carbonitrile), ICl (iodine monochloride). Yields the product IC1=CN=C2N1C=C(C=C2)C2=CC=C(C=C2)C(F)(F)F (3-Iodo-6-(4-trifluoromethyl-phenyl)-imidazo[1,2-a]pyridine). The yield is 67.0%. As a reaction SMILES: [F:1][C:2]([F:21])([F:20])[C:3]1[CH:8]=[CH:7][C:6]([C:9]2[CH:10]=[C:11](C#N)[C:12]3[N:13]([CH:15]=[CH:16][N:17]=3)[CH:14]=2)=[CH:5][CH:4]=1.[I:22]Cl>>[I:22][C:15]1[N:13]2[CH:14]=[C:9]([C:6]3[CH:7]=[CH:8][C:3]([C:2]([F:21])([F:20])[F:1])=[CH:4][CH:5]=3)[CH:10]=[CH:11][C:12]2=[N:17][CH:16]=1. Procedure: Prepared from 6-(4-trifluoromethyl-phenyl)-imidazo[1,2-a]pyridine (example C.24 step 1) (2.3 g, 9 mmol) and iodine monochloride as described in example C.20 step 3. Obtained the title compound as a light yellow solid (2.3 g, 67%). MS (ISP) 389.1 [(M+H)+]. Reaction SMILES: [NH3:1].[Cl:2][C:3]1[N:11]=[CH:10][C:9]([C:12]([F:15])([F:14])[F:13])=[CH:8][C:4]=1[C:5](Cl)=[O:6]>O.O1CCOCC1.C(OCC)(=O)C>[Cl:2][C:3]1[N:11]=[CH:10][C:9]([C:12]([F:15])([F:14])[F:13])=[CH:8][C:4]=1[C:5]([NH2:1])=[O:6]. Starting materials: ice, N (ammonia), ClC1=C(C(=O)Cl)C=C(C=N1)C(F)(F)F (2-chloro-5-(trifluoromethyl)nicotinoyl chloride). Procedure: An ice-cold solution of ammonia in water was treated with a solution of 2-chloro-5-(trifluoromethyl)nicotinoyl chloride (as prepared in the previous step, 1.18 g, 4.8 mmol) in dioxane. After stirring at ice bath temperature for 1 hour, the resulting precipitate was dissolved in ethyl acetate and the organic extract dried over anhydrous sodium sulfate. Concentration in vacuo followed by drying on the high vacuum afforded the product as a white solid. Yields the product ClC1=C(C(=O)N)C=C(C=N1)C(F)(F)F (2-chloro-5-(trifluoromethyl)nicotinamide). Solvent: O1CCOCC1 (dioxane), O (water), C(C)(=O)OCC (ethyl acetate). Run at time 1 hour. The reactants are FC(C(=O)O)(F)F (Trifluoroacetic acid), NC1=NC=2C=CC=CC2C2=C1N=C(N2CCNC(OC(C)(C)C)=O)CCCC (1,1-dimethylethyl N-[2-(4-amino-2-butyl-1H-imidazo[4,5-c]quinolin-1-yl)ethyl]carbamate). Solvent: C(C)#N (acetonitrile). The product is NC1=NC=2C=CC=CC2C2=C1N=C(N2CCN)CCCC (2-(4-amino-2-butyl-1H-imidazo[4,5-c]quinolin-1-yl)ethaneamine). Isolated yield 81.7%. Reaction SMILES: FC(F)(F)C(O)=O.[NH2:8][C:9]1[C:18]2[N:19]=[C:20]([CH2:32][CH2:33][CH2:34][CH3:35])[N:21]([CH2:22][CH2:23][NH:24]C(=O)OC(C)(C)C)[C:17]=2[C:16]2[CH:15]=[CH:14][CH:13]=[CH:12][C:11]=2[N:10]=1>C(#N)C>[NH2:8][C:9]1[C:18]2[N:19]=[C:20]([CH2:32][CH2:33][CH2:34][CH3:35])[N:21]([CH2:22][CH2:23][NH2:24])[C:17]=2[C:16]2[CH:15]=[CH:14][CH:13]=[CH:12][C:11]=2[N:10]=1. Reported procedure: Trifluoroacetic acid (100 mL) was added with stirring to a solution of 1,1-dimethylethyl N-[2-(4-amino-2-butyl-1H-imidazo[4,5-c]quinolin-1-yl)ethyl]carbamate (30.0 g, 78.2 mmol) in acetonitrile (100 mL). The reaction mixture was maintained at ambient temperature for 24 hours and then it was concentrated under vacuum. The residue was dissolved in a minimal amount of water and the pH of the solution was adjusted to pH 13 using 10% sodium hydroxide. The resulting precipitate was isolated by filtrat... The reactants are C1(CCCC1)N1SC2=C(C1=O)C=CC(=C2)OCC=2C=C(C=CC2)B(O)O (3-((2-cyclopentyl-3-oxo-2,3-dihydrobenzo[d]isothiazol-6-yloxy)methyl)phenylboronic acid), BrC=1C=C(C(=O)O)C=C(C1)F (3-bromo-5-fluorobenzoic acid). Product: C1(CCCC1)N1SC2=C(C1=O)C=CC(=C2)OCC=2C=C(C=CC2)C2=CC(=CC(=C2)F)C(=O)O (3′-((2-Cyclopentyl-3-oxo-2,3-dihydrobenzo[d]isothiazol-6-yloxy)methyl)-5-fluorobiphenyl-3-carboxylic acid). RXN SMILES: [CH:1]1([N:6]2[C:10](=[O:11])[C:9]3[CH:12]=[CH:13][C:14]([O:16][CH2:17][C:18]4[CH:19]=[C:20](B(O)O)[CH:21]=[CH:22][CH:23]=4)=[CH:15][C:8]=3[S:7]2)[CH2:5][CH2:4][CH2:3][CH2:2]1.Br[C:28]1[CH:29]=[C:30]([CH:34]=[C:35]([F:37])[CH:36]=1)[C:31]([OH:33])=[O:32]>>[CH:1]1([N:6]2[C:10](=[O:11])[C:9]3[CH:12]=[CH:13][C:14]([O:16][CH2:17][C:18]4[CH:19]=[C:20]([C:28]5[CH:36]=[C:35]([F:37])[CH:34]=[C:30]([C:31]([OH:33])=[O:32])[CH:29]=5)[CH:21]=[CH:22][CH:23]=4)=[CH:15][C:8]=3[S:7]2)[CH2:5][CH2:4][CH2:3][CH2:2]1. Procedure details: A mixture of 3-((2-cyclopentyl-3-oxo-2,3-dihydrobenzo[d]isothiazol-6-yloxy)methyl)phenylboronic acid (0.050 g, 0.14 mmol), 3-bromo-5-fluorobenzoic acid (0.044 g, 0.20 mmol) were coupled according to the general procedure to afford the title product. The crude residue was purified using automated prep-HPLC to yield the desired compound as pale yellow solid (0.010 g, over two steps 15%). 1H NMR (400 MHz, CDCl3): δ 8.11 (s, 1H), 7.91-7.66 (m, 4H), 7.50-7.24 (m, 4H), 7.03 (s, 1H), 5.24 (s, 2H), 4.64... The reactants are C(CCC)C=1N(C(N(N1)C1=C(C=CC=C1)C(F)(F)F)=O)CC1=CC=C(C=C1)C1=C(C=CC=C1)S(N)(=O)=O (5-n-Butyl-2,4-dihydro-4-[(2'-sulfamoylbiphenyl-4-yl)methyl]-2-[2-(trifluoromethyl)phenyl]-3H-1,2,4-triazol-3-one), CS(=O)(=O)C1=CC=C(C(=O)O)C=C1 (p-(methylsulfonyl)benzoic acid). The product is C(CCC)C=1N(C(N(N1)C1=C(C=CC=C1)C(F)(F)F)=O)CC1=CC=C(C=C1)C1=C(C=CC=C1)S(NC(C1=CC=C(C=C1)S(=O)(=O)C)=O)(=O)=O (5-n-Butyl-2,4-dihydro-4-[[2'-[N-[p-(methylsulfonyl)benzoyl]sulfamoyl]-biphenyl-4-yl]methyl]-2-[2-(trifluoromethyl)phenyl]-3H-1,2,4-triazol-3-one). Yield: 60.0%. As a reaction SMILES: [CH2:1]([C:5]1[N:6]([CH2:21][C:22]2[CH:27]=[CH:26][C:25]([C:28]3[CH:33]=[CH:32][CH:31]=[CH:30][C:29]=3[S:34](=[O:37])(=[O:36])[NH2:35])=[CH:24][CH:23]=2)[C:7](=[O:20])[N:8]([C:10]2[CH:15]=[CH:14][CH:13]=[CH:12][C:11]=2[C:16]([F:19])([F:18])[F:17])[N:9]=1)[CH2:2][CH2:3][CH3:4].[CH3:38][S:39]([C:42]1[CH:50]=[CH:49][C:45]([C:46](O)=[O:47])=[CH:44][CH:43]=1)(=[O:41])=[O:40]>>[CH2:1]([C:5]1[N:6]([CH2:21][C:22]2[CH:27]=[CH:26][C:25]([C:28]3[CH:33]=[CH:32][CH:31]=[CH:30][C:29]=3[S:34](=[O:37])(=[O:36])[NH:35][C:46](=[O:47])[C:45]3[CH:44]=[CH:43][C:42]([S:39]([CH3:38])(=[O:41])=[O:40])=[CH:50][CH:49]=3)=[CH:24][CH:23]=2)[C:7](=[O:20])[N:8]([C:10]2[CH:15]=[CH:14][CH:13]=[CH:12][C:11]=2[C:16]([F:19])([F:18])[F:17])[N:9]=1)[CH2:2][CH2:3][CH3:4]. Procedure: The title compound was prepared from 5-n-butyl-2,4-dihydro-4-[(2'-sulfamoylbiphenyl-4-yl)methyl]-2-[2-(trifluoromethyl)phenyl]-3H-1,2,4-triazol-3-one (from Example 16, Step C), according to the procedure of Example 43 except that p-(methylsulfonyl)benzoic acid was used as the acid. The crude product was purified by flash chromatography (gradient elution using 0.5-10% MeOH/CH2Cl2) to afford a 60% yield of the desired compound as a white solid, homogeneous by TLC in 5% MeOH/CH2Cl2 ; mass spectrum ...